Dataset: the Open Reaction Database (ORD), a public repository of structured organic reaction records. Task: describe an organic reaction: reactants, conditions, products, and yield The reactants are OC[C@H]1N(CCC1)C(=O)C1=CC=C(C=C1)C1=CC=C(C=C1)C(F)(F)F ((2-(S)-hydroxymethyl-pyrrolidin-1-yl)-(4′-trifluoromethyl-biphenyl-4-yl)-methanone), FC[C@H]1NCCC1 (2-(S)-Fluoromethyl-pyrrolidine). Yields the product FC[C@H]1N(CCC1)C[C@H]1N(CCC1)C(=O)C1=CC=C(C=C1)C1=CC=C(C=C1)C(F)(F)F ([2-(S)-(2-(S)-Fluoromethyl-pyrrolidin-1-ylmethyl)-pyrrolidin-1-yl]-(4′-trifluoromethyl-biphenyl-4-yl)-methanone). RXN SMILES: O[CH2:2][C@@H:3]1[CH2:7][CH2:6][CH2:5][N:4]1[C:8]([C:10]1[CH:15]=[CH:14][C:13]([C:16]2[CH:21]=[CH:20][C:19]([C:22]([F:25])([F:24])[F:23])=[CH:18][CH:17]=2)=[CH:12][CH:11]=1)=[O:9].[F:26][CH2:27][C@@H:28]1[CH2:32][CH2:31][CH2:30][NH:29]1>>[F:26][CH2:27][C@@H:28]1[CH2:32][CH2:31][CH2:30][N:29]1[CH2:2][C@@H:3]1[CH2:7][CH2:6][CH2:5][N:4]1[C:8]([C:10]1[CH:15]=[CH:14][C:13]([C:16]2[CH:21]=[CH:20][C:19]([C:22]([F:25])([F:24])[F:23])=[CH:18][CH:17]=2)=[CH:12][CH:11]=1)=[O:9]. Procedure details: The title compound is prepared in a manner substantially analogous to Procedure RR starting from (2-(S)-hydroxymethyl-pyrrolidin-1-yl)-(4′-trifluoromethyl-biphenyl-4-yl)-methanone and 2-(S)-Fluoromethyl-pyrrolidine (CAS 460748-85-0) MS (M+H) 435.2 Reactants: CC(C)([O-])C.[K+] (Potassium tert-butoxide), CN1C=NC(=C1C#CC=1C(=NC=NC1)N)C1=CC=CC=C1 (5-[(1-methyl-4-phenyl-1H-imidazol-5-yl)ethynyl]pyrimidin-4-amine), CN1C=NC(=C1C#CC=1C(=NC=NC1)N)C1=CC=CC=C1 (5-[(1-methyl-4-phenyl-1H-imidazol-5-yl)ethynyl]pyrimidin-4-amine), O (water), C(Cl)Cl (DCM). The solvent is CN1CCCC1=O (NMP). Reaction conditions: temperature 60 celsius. Product: CN1C=NC(=C1C1=CC2=C(N=CN=C2)N1)C1=CC=CC=C1 (6-(1-Methyl-4-phenyl-1H-imidazol-5-yl)-7H-pyrrolo[2,3-d]pyrimidine). Yield: 33.2%. As a reaction SMILES: CC(C)([O-])C.[K+].[CH3:7][N:8]1[C:12]([C:13]#[C:14][C:15]2[C:16]([NH2:21])=[N:17][CH:18]=[N:19][CH:20]=2)=[C:11]([C:22]2[CH:27]=[CH:26][CH:25]=[CH:24][CH:23]=2)[N:10]=[CH:9]1.O.C(Cl)Cl>CN1C(=O)CCC1>[CH3:7][N:8]1[C:12]([C:13]2[NH:21][C:16]3[N:17]=[CH:18][N:19]=[CH:20][C:15]=3[CH:14]=2)=[C:11]([C:22]2[CH:27]=[CH:26][CH:25]=[CH:24][CH:23]=2)[N:10]=[CH:9]1 |f:0.1|. Reported procedure: Potassium tert-butoxide (84 mg) was added to 5-[(1-methyl-4-phenyl-1H-imidazol-5-yl)ethynyl]pyrimidin-4-amine (intermediate 28) (41 mg) stirred in NMP (2 mL) and heated to 60° C. for 5 hours. After cooling to ambient temperature, water (3 mL) and then DCM (10 mL) was added. The reaction mixture was washed with water (4×10 mL), dried (MgSO4), filtered and concentrated in vacuo. Purification by flash chromatography on silica eluting with DCM:MeOH (20:1 to 10:1) afforded the title compound as a whi... The reactants are CS(=O)(=O)O[C@@H]1C[C@H](N(C1)C)CN1C(NCC1)=O ((2S,4R)-4-methanesulfonyloxy-1-methyl-2-(2-oxoimidazolidin-1-yl)methylpyrrolidine), C(C)(=S)[O-].C(CCC)[N+](CCCC)(CCCC)CCCC (tetra-n-butylammonium thioacetate). The solvent is C(C)#N (acetonitrile). Product: C(C)(=O)S[C@H]1C[C@H](N(C1)C)CN1C(NCC1)=O ((2S,4S)-4-acetylthio-1-methyl-2-(2-oxoimidazolidin-1-yl)methylpyrrolidine). Isolated yield 79.3%. Reaction SMILES: CS(O[C@H:6]1[CH2:10][N:9]([CH3:11])[C@H:8]([CH2:12][N:13]2[CH2:17][CH2:16][NH:15][C:14]2=[O:18])[CH2:7]1)(=O)=O.[C:19]([O-:22])(=[S:21])[CH3:20].C([N+](CCCC)(CCCC)CCCC)CCC>C(#N)C>[C:19]([S:21][C@@H:6]1[CH2:10][N:9]([CH3:11])[C@H:8]([CH2:12][N:13]2[CH2:17][CH2:16][NH:15][C:14]2=[O:18])[CH2:7]1)(=[O:22])[CH3:20] |f:1.2|. Procedure details: A solution of (2S,4R)-4-methanesulfonyloxy-1-methyl-2-(2-oxoimidazolidin-1-yl)methylpyrrolidine (2.50 g) and tetra-n-butylammonium thioacetate (4.16 g) in acetonitrile (70 ml) was stirred at 50°-60° C. for 4 hours. The reaction mixture was evaporated in vacuo to give a residue. The residue was chromatographed on silica gel (200 g) eluting with a mixture of chloroform and methanol (20:1 V/V). The fractions containing the desired compound were collected and evaporated in vacuo to give (2S,4S)-4-ac... Starting materials: CCOC(=O)c1nc(C2(NC(=O)OCc3ccccc3)CCC3(CC2)OCCO3)[nH]c(=O)c1O, C1CCOC1, Cl. Yields the product CCOC(=O)c1nc(C2(NC(=O)OCc3ccccc3)CCC(=O)CC2)[nH]c(=O)c1O. As a reaction SMILES: [CH2:1]([c:2]1[cH:3][cH:4][cH:5][cH:6][cH:7]1)[O:8][C:9](=[O:10])[NH:11][C:12]1([c:22]2[nH:23][c:24](=[O:34])[c:25]([OH:33])[c:26]([C:28](=[O:29])[O:30][CH2:31][CH3:32])[n:27]2)[CH2:13][CH2:14][C:15]2([O:16][CH2:19][CH2:18][O:17]2)[CH2:20][CH2:21]1.[CH2:36]1[O:37][CH2:38][CH2:39][CH2:40]1.[ClH:35]>>[CH2:1]([c:2]1[cH:3][cH:4][cH:5][cH:6][cH:7]1)[O:8][C:9](=[O:10])[NH:11][C:12]1([c:22]2[nH:23][c:24](=[O:34])[c:25]([OH:33])[c:26]([C:28](=[O:29])[O:30][CH2:31][CH3:32])[n:27]2)[CH2:13][CH2:14][C:15](=[O:16])[CH2:20][CH2:21]1. Starting materials: C(=O)(OC(C)(C)C)N[C@H]([C@H](C[C@H](C(=O)O)CC1=CC=C(C=C1)OC)O)CC1=CC=C(C=C1)OCC1=CC=CC=C1 (5(S)-(Boc-amino)-4(S)-hydroxy-6-(p-benzyloxy-phenyl)-2(R)-[(p-methoxyphenyl)methyl]hexanoic acid), C(C)(C)(C)[Si](Cl)(C)C (tert-butyldimethylchlorosilane), N1C=NC=C1 (imidazole). The solvent is CN(C)C=O (DMF), C(C)(=O)OCC (ethyl acetate). Run at time 1 hour. Yields the product C(=O)(OC(C)(C)C)N[C@H]([C@H](C[C@H](C(=O)O)CC1=CC=C(C=C1)OC)O[Si](C)(C)C(C)(C)C)CC1=CC=C(C=C1)OCC1=CC=CC=C1 (5(S)-(Boc-Amino)-4(S)-(tert-butyldimethylsilyloxy)-6-(p-benzyloxyphenyl)-2(R)-[(p-methoxyphenyl)methyl]hexanoic acid). Reaction SMILES: [C:1]([NH:8][C@@H:9]([CH2:26][C:27]1[CH:32]=[CH:31][C:30]([O:33][CH2:34][C:35]2[CH:40]=[CH:39][CH:38]=[CH:37][CH:36]=2)=[CH:29][CH:28]=1)[C@@H:10]([OH:25])[CH2:11][C@@H:12]([CH2:16][C:17]1[CH:22]=[CH:21][C:20]([O:23][CH3:24])=[CH:19][CH:18]=1)[C:13]([OH:15])=[O:14])([O:3][C:4]([CH3:7])([CH3:6])[CH3:5])=[O:2].[C:41]([Si:45]([CH3:48])([CH3:47])Cl)([CH3:44])([CH3:43])[CH3:42].N1C=CN=C1>CN(C=O)C.C(OCC)(=O)C>[C:1]([NH:8][C@@H:9]([CH2:26][C:27]1[CH:28]=[CH:29][C:30]([O:33][CH2:34][C:35]2[CH:40]=[CH:39][CH:38]=[CH:37][CH:36]=2)=[CH:31][CH:32]=1)[C@@H:10]([O:25][Si:45]([C:41]([CH3:44])([CH3:43])[CH3:42])([CH3:48])[CH3:47])[CH2:11][C@@H:12]([CH2:16][C:17]1[CH:22]=[CH:21][C:20]([O:23][CH3:24])=[CH:19][CH:18]=1)[C:13]([OH:15])=[O:14])([O:3][C:4]([CH3:6])([CH3:7])[CH3:5])=[O:2]. Reported procedure: 2.5 g (4.54 mmol) of 5(S)-(Boc-amino)-4(S)-hydroxy-6-(p-benzyloxy-phenyl)-2(R)-[(p-methoxyphenyl)methyl]hexanoic acid in 42 ml of DMF are silylated, under a protective gas, with 3.15 g (20.9 mmol) of tert-butyldimethylchlorosilane and 2.53 g (37.3 mmol) of imidazole at RT for 20 h. The reaction mixture is diluted with ethyl acetate, and this mixture is washed with sat. NaHCO3 solution, water and saline. The aqueous phases are exitacted 2× with ethyl acetate, and the organic phases are dried with...